From a dataset of the Open Reaction Database (ORD), a public repository of structured organic reaction records. describe an organic reaction: reactants, conditions, products, and yield The reactants are O=C1N(CCN1)C=1C=C(C(=O)[O-])C=CN1 (2-(2-oxoimidazolidin-1-yl)isonicotinate), [H-].[Na+] (sodium hydride), CN(C=O)C (N,N-dimethylformamide), BrC(C1=CC=C(C=C1)C(F)F)(F)F (1-(Bromodifluoromethyl)-4-(difluoromethyl)benzene), BrC(C1=CC=C(C=C1)C(F)F)(F)F (1-(bromodifluoromethyl)-4-(difluoromethyl)benzene). Run at temperature 0 celsius, time 30 minute. Yields the product FC(C1=CC=C(C=C1)C(N1C(N(CC1)C=1C=C(C(=O)OC)C=CN1)=O)(F)F)F (methyl 2-(3-((4-(difluoromethyl)phenyl)-difluoromethyl)-2-oxoimidazolidin-1-yl)isonicotinate). Yield: 13.0%. RXN SMILES: [O:1]=[C:2]1[NH:6][CH2:5][CH2:4][N:3]1[C:7]1[CH:8]=[C:9]([CH:13]=[CH:14][N:15]=1)[C:10]([O-:12])=[O:11].[H-].[Na+].Br[C:19]([F:30])([F:29])[C:20]1[CH:25]=[CH:24][C:23]([CH:26]([F:28])[F:27])=[CH:22][CH:21]=1.[CH3:31]N(C)C=O>>[F:29][CH:19]([F:30])[C:20]1[CH:25]=[CH:24][C:23]([C:26]([F:28])([F:27])[N:6]2[CH2:5][CH2:4][N:3]([C:7]3[CH:8]=[C:9]([CH:13]=[CH:14][N:15]=3)[C:10]([O:12][CH3:31])=[O:11])[C:2]2=[O:1])=[CH:22][CH:21]=1 |f:1.2|. Procedure details: To a solution of 2-(2-oxoimidazolidin-1-yl)isonicotinate (0.50 g, 2.26 mmol) in N,N-dimethylformamide (15 mL) was added sodium hydride (0.10 g, 60% dispersion in mineral oil, 2.5 mmol) at 0° C. The resulting solution was stirred at 0° C. for 30 minutes, followed by the addition of 1-(bromodifluoromethyl)-4-(difluoromethyl)benzene (0.58 g, 2.26 mmol). The mixture was warmed to ambient temperature and stirred for 55 hours. 1-(Bromodifluoromethyl)-4-(difluoromethyl)benzene (0.13 g, 0.5 mmol) was ag... Reactants: Nc1ccc(Br)c(C(F)(F)F)c1F, CCCCC(CCCC)=C(CCCC)[Sn](Cl)(Cl)Cl, N#N, CN(C)C=O. Product: C=Cc1ccc(N)c(F)c1C(F)(F)F. RXN SMILES: [Br:1][c:2]1[c:3]([C:10]([F:11])([F:12])[F:13])[c:4]([F:9])[c:5]([NH2:6])[cH:7][cH:8]1.[CH2:14]([CH2:15][CH2:30][CH3:31])[C:16]([Sn:17]([Cl:18])([Cl:19])[Cl:20])=[C:21]([CH2:22][CH2:23][CH2:24][CH3:25])[CH2:26][CH2:27][CH2:28][CH3:29].[N:32]#[N:33].[O:34]=[CH:35][N:36]([CH3:37])[CH3:38]>>[c:2]1([CH:14]=[CH2:15])[c:3]([C:10]([F:11])([F:12])[F:13])[c:4]([F:9])[c:5]([NH2:6])[cH:7][cH:8]1. Reactants: [OH-].[Na+] (NaOH), FC1=CC(=CC(=C1)OC)OC (1-fluoro-3,5-dimethoxybenzene), CN(C)C=O (DMF), O=P(Cl)(Cl)Cl (POCl3). The solvent is ice water. Reaction conditions: time 1.5 hour. Product: FC1=CC(=C(C=O)C(=C1)OC)OC (4-fluoro-2,6-dimethoxybenzaldehyde). Reaction SMILES: [F:1][C:2]1[CH:7]=[C:6]([O:8][CH3:9])[CH:5]=[C:4]([O:10][CH3:11])[CH:3]=1.CN([CH:15]=[O:16])C.O=P(Cl)(Cl)Cl.[OH-].[Na+]>>[F:1][C:2]1[CH:3]=[C:4]([O:10][CH3:11])[C:5]([CH:15]=[O:16])=[C:6]([O:8][CH3:9])[CH:7]=1 |f:3.4|. Procedure details: A cooled (−5° C.) mixture of commercially available 1-fluoro-3,5-dimethoxybenzene (500 mg; 3.20 mmol; 1.0 equiv.) and DMF (4.680 g; 64.03 mmol; 20.0 equiv.) was treated dropwise with POCl3 (2.454 g; 16.01 mmol; 5.0 equiv.). This mixture was further stirred at rt for 1.5 h, and was then heated to 60° C. for 3 h. After cooling to rt, ice-water (50 ml) and a solution of 2.5 M aq. NaOH (24 ml) were successively added. After extractions with AcOEt (3×30 ml), the mixed organic layers were dried over a... Reactants: C1=NN=C2NNC3=C(N21)C=CC=C3 (4,5-dihydro-s-triazolo[3,4-c]benzo-as-triazine), C(C=CC1=CC=CC=C1)(=O)Cl (cinnamoyl chloride). Run in CN(C=O)C (dimethyl formamide). Yields the product C(C=CC1=CC=CC=C1)(=O)N1N(C2=C(N3C1=NN=C3)C=CC=C2)C(C=CC2=CC=CC=C2)=O (4,5-dicinnamoyl-4,5-dihydro-s-triazolo[3,4-c]benzo-as-triazine). The yield is 75.0%. Reaction SMILES: [CH:1]1[N:9]2[C:4]([NH:5][NH:6][C:7]3[CH:13]=[CH:12][CH:11]=[CH:10][C:8]=32)=[N:3][N:2]=1.[C:14](Cl)(=[O:23])[CH:15]=[CH:16][C:17]1[CH:22]=[CH:21][CH:20]=[CH:19][CH:18]=1>CN(C)C=O>[C:14]([N:5]1[C:4]2=[N:3][N:2]=[CH:1][N:9]2[C:8]2[CH:10]=[CH:11][CH:12]=[CH:13][C:7]=2[N:6]1[C:14](=[O:23])[CH:15]=[CH:16][C:17]1[CH:22]=[CH:21][CH:20]=[CH:19][CH:18]=1)(=[O:23])[CH:15]=[CH:16][C:17]1[CH:22]=[CH:21][CH:20]=[CH:19][CH:18]=1. Procedure details: A mixture of 4.0 g (0.023 mole) of 4,5-dihydro-s-triazolo[3,4-c]benzo-as-triazine, 7.66 g (0.046 mole) of cinnamoyl chloride and 70 ml of dimethyl formamide is refluxed for 4 hours, and the mixture is processed in the usual way. 7.48 g (75%) of the title compound are obtained; m.p.: 220°-221° C. Reactants: OC=1C=CC2=C(SC(=C2C(=O)C2=CC=C(C=C2)OCCN2CC(CCC2)C)C2=CC=C(C=C2)O)C1 ([6-hydroxy-2-(4-hydroxyphenyl)benzo[b]thien-3-yl][4-[2-(3-methyl-1-piperidinyl]ethoxy]phenyl]methanone), GB 2097, [H-].[Al+3].[Li+].[H-].[H-].[H-] (Lithium aluminum hydride). Run in C1CCOC1 (THF). Run at time 1.75 hour. Product: OC=1C=CC2=C(SC(=C2C(O)C2=CC=C(C=C2)OCCN2CC(CCC2)C)C2=CC=C(C=C2)O)C1 ([6-Hydroxy-2-(4-Hydroxyphenyl)Benzo[B]Thien-3-Yl][4-[2-(3-Methyl-1-Piperidinyl]Ethoxy]Phenyl]Methanol). Yield: 96.0%. Reaction SMILES: [OH:1][C:2]1[CH:3]=[CH:4][C:5]2[C:9]([C:10]([C:12]3[CH:17]=[CH:16][C:15]([O:18][CH2:19][CH2:20][N:21]4[CH2:26][CH2:25][CH2:24][CH:23]([CH3:27])[CH2:22]4)=[CH:14][CH:13]=3)=[O:11])=[C:8]([C:28]3[CH:33]=[CH:32][C:31]([OH:34])=[CH:30][CH:29]=3)[S:7][C:6]=2[CH:35]=1.[H-].[Al+3].[Li+].[H-].[H-].[H-]>C1COCC1>[OH:1][C:2]1[CH:3]=[CH:4][C:5]2[C:9]([CH:10]([C:12]3[CH:13]=[CH:14][C:15]([O:18][CH2:19][CH2:20][N:21]4[CH2:26][CH2:25][CH2:24][CH:23]([CH3:27])[CH2:22]4)=[CH:16][CH:17]=3)[OH:11])=[C:8]([C:28]3[CH:29]=[CH:30][C:31]([OH:34])=[CH:32][CH:33]=3)[S:7][C:6]=2[CH:35]=1 |f:1.2.3.4.5.6|. Procedure details: A solution of [6-hydroxy-2-(4-hydroxyphenyl)benzo[b]thien-3-yl][4-[2-(3-methyl-1-piperidinyl]ethoxy]phenyl]methanone, as described in United Kingdom Patent Application GB 2097 788 H (0.300 g, 0.633 mmol), was stirred in THF (40 mL) at ambient temperature. Lithium aluminum hydride (0.100 g, 2.64 mmol) was added gradually over a 15 minute period and the reaction mixture was stirred at ambient temperature for 1.75 hours. Subsequently, the reaction was quenched with cold ethyl acetate. The mixture w...